The task is: describe an organic reaction: reactants, conditions, products, and yield. This data is from the Open Reaction Database (ORD), a public repository of structured organic reaction records. Reactants: C[P+](C)(C)CC#N, CC(O)c1ccccc1, Cc1ccccc1, C[Si](C)(C)[N-][Si](C)(C)C, [Cl-], CC(C)N1CCN(C(=O)c2ccc3[nH]c(C(=O)N4CCC(F)(F)CC4)cc3c2)CC1, [K+]. Product: CC(C)N1CCN(C(=O)c2ccc3c(c2)cc(C(=O)N2CCC(F)(F)CC2)n3C(C)c2ccccc2)CC1. Reaction SMILES: [C:2]([CH2:3][P+:4]([CH3:5])([CH3:6])[CH3:7])#[N:8].[CH3:19][CH:20]([OH:21])[c:22]1[cH:23][cH:24][cH:25][cH:26][cH:27]1.[CH3:58][c:59]1[cH:60][cH:61][cH:62][cH:63][cH:64]1.[CH3:9][Si:10]([N-:11][Si:12]([CH3:13])([CH3:14])[CH3:15])([CH3:16])[CH3:17].[Cl-:1].[F:28][C:29]1([F:57])[CH2:30][CH2:31][N:32]([C:35](=[O:36])[c:37]2[nH:38][c:39]3[cH:40][cH:41][c:42]([C:46](=[O:47])[N:48]4[CH2:49][CH2:50][N:51]([CH:54]([CH3:55])[CH3:56])[CH2:52][CH2:53]4)[cH:43][c:44]3[cH:45]2)[CH2:33][CH2:34]1.[K+:18]>>[CH3:19][CH:20]([c:22]1[cH:23][cH:24][cH:25][cH:26][cH:27]1)[n:38]1[c:37]([C:35]([N:32]2[CH2:31][CH2:30][C:29]([F:28])([F:57])[CH2:34][CH2:33]2)=[O:36])[cH:45][c:44]2[c:39]1[cH:40][cH:41][c:42]([C:46](=[O:47])[N:48]1[CH2:49][CH2:50][N:51]([CH:54]([CH3:55])[CH3:56])[CH2:52][CH2:53]1)[cH:43]2. Reactants: CCOC(C)=O, CS(=O)(=O)Nc1cccc(C=C2c3ccccc3CCc3ccc(Cl)cc32)c1, [H][H]. Yields the product CS(=O)(=O)Nc1cccc(CC2c3ccccc3CCc3ccc(Cl)cc32)c1. RXN SMILES: [CH3:31][CH2:32][O:33][C:34]([CH3:35])=[O:36].[Cl:1][c:2]1[cH:3][cH:4][c:5]2[c:6]([cH:28]1)[C:7](=[CH:16][c:17]1[cH:18][c:19]([NH:23][S:24](=[O:25])(=[O:26])[CH3:27])[cH:20][cH:21][cH:22]1)[c:8]1[c:9]([cH:12][cH:13][cH:14][cH:15]1)[CH2:10][CH2:11]2.[H:29][H:30]>>[Cl:1][c:2]1[cH:3][cH:4][c:5]2[c:6]([cH:28]1)[CH:7]([CH2:16][c:17]1[cH:18][c:19]([NH:23][S:24](=[O:25])(=[O:26])[CH3:27])[cH:20][cH:21][cH:22]1)[c:8]1[c:9]([cH:12][cH:13][cH:14][cH:15]1)[CH2:10][CH2:11]2. Reactants: O=[N+]([O-])c1ccc(-n2nnnc2-c2ccccc2Br)cc1, Cc1ccccc1, CO, Cc1ccc(B(O)O)cc1, [Na+], [Na+], O=C([O-])[O-], O, c1ccc(P(c2ccccc2)(c2ccccc2)[Pd](P(c2ccccc2)(c2ccccc2)c2ccccc2)(P(c2ccccc2)(c2ccccc2)c2ccccc2)P(c2ccccc2)(c2ccccc2)c2ccccc2)cc1. Product: Cc1ccc(-c2ccccc2-c2nnnn2-c2ccc([N+](=O)[O-])cc2)cc1. RXN SMILES: [Br:18][c:19]1[c:20](-[c:25]2[n:26][n:27][n:28][n:29]2-[c:30]2[cH:31][cH:32][c:33]([N+:36](=[O:37])[O-:38])[cH:34][cH:35]2)[cH:21][cH:22][cH:23][cH:24]1.[CH3:116][c:117]1[cH:118][cH:119][cH:120][cH:121][cH:122]1.[CH3:123][OH:124].[CH3:1][c:2]1[cH:3][cH:4][c:5]([B:8]([OH:9])[OH:10])[cH:6][cH:7]1.[Na+:11].[Na+:12].[O-:13][C:14](=[O:15])[O-:16].[OH2:17].[cH:39]1[cH:40][cH:41][c:42]([P:43]([Pd:44]([P:45]([c:46]2[cH:47][cH:48][cH:49][cH:50][cH:51]2)([c:52]2[cH:53][cH:54][cH:55][cH:56][cH:57]2)[c:58]2[cH:59][cH:60][cH:61][cH:62][cH:63]2)([P:64]([c:65]2[cH:66][cH:67][cH:68][cH:69][cH:70]2)([c:71]2[cH:72][cH:73][cH:74][cH:75][cH:76]2)[c:77]2[cH:78][cH:79][cH:80][cH:81][cH:82]2)[P:83]([c:84]2[cH:85][cH:86][cH:87][cH:88][cH:89]2)([c:90]2[cH:91][cH:92][cH:93][cH:94][cH:95]2)[c:96]2[cH:97][cH:98][cH:99][cH:100][cH:101]2)([c:102]2[cH:103][cH:104][cH:105][cH:106][cH:107]2)[c:108]2[cH:109][cH:110][cH:111][cH:112][cH:113]2)[cH:114][cH:115]1>>[CH3:1][c:2]1[cH:3][cH:4][c:5](-[c:19]2[c:20](-[c:25]3[n:26][n:27][n:28][n:29]3-[c:30]3[cH:31][cH:32][c:33]([N+:36](=[O:37])[O-:38])[cH:34][cH:35]3)[cH:21][cH:22][cH:23][cH:24]2)[cH:6][cH:7]1. The reactants are C1CCOC1, COC(=O)c1ccc(N2CCOCC2)c(C)c1, [Li+], [OH-], O. Yields the product Cc1cc(C(=O)O)ccc1N1CCOCC1. As a reaction SMILES: [CH2:20]1[O:21][CH2:22][CH2:23][CH2:24]1.[CH3:3][c:4]1[cH:5][c:6]([C:7](=[O:8])[O:9][CH3:10])[cH:11][cH:12][c:13]1[N:14]1[CH2:15][CH2:16][O:17][CH2:18][CH2:19]1.[Li+:1].[OH-:2].[OH2:25]>>[CH3:3][c:4]1[cH:5][c:6]([C:7](=[O:8])[OH:9])[cH:11][cH:12][c:13]1[N:14]1[CH2:15][CH2:16][O:17][CH2:18][CH2:19]1. The reactants are Cl (HCl), CN(C)C=1C=CC(=CC1)N=NC=2C=CC(=CC2)S(=O)(=O)O (Methyl Orange), C(#N)[BH3-].[Na+] (Sodium cyanoborohydride), [N+](=O)([O-])C1=CC=2CC3CCC(CC2C=C1)C3=NO (5-Nitro-tricyclo[8.2.1.03,8]trideca-3(8),4,6-trien-13-one oxime). The solvent is CO (methanol), [OH-].[Na+] (NaOH). Yields the product [N+](=O)([O-])C1=CC=2CC3CCC(CC2C=C1)C3NO (N-(5-Nitro-tricyclo[8.2.1.03,8]trideca-3(8),4,6-trien-13-yl)hydroxylamine). Isolated yield 94.6%. RXN SMILES: C([BH3-])#N.[Na+].[N+:5]([C:8]1[CH:19]=[CH:18][C:17]2[CH2:16][CH:15]3[C:20](=[N:21][OH:22])[CH:12]([CH2:13][CH2:14]3)[CH2:11][C:10]=2[CH:9]=1)([O-:7])=[O:6].Cl.CN(C1C=CC(N=NC2C=CC(S(O)(=O)=O)=CC=2)=CC=1)C>CO.[OH-].[Na+]>[N+:5]([C:8]1[CH:19]=[CH:18][C:17]2[CH2:16][CH:15]3[CH:20]([NH:21][OH:22])[CH:12]([CH2:13][CH2:14]3)[CH2:11][C:10]=2[CH:9]=1)([O-:7])=[O:6] |f:0.1,6.7|. Reported procedure: Sodium cyanoborohydride (255 mg) was added in a single portion to a solution of the oxime of Step 1 (500 mg) in dry methanol (20 mL) at −20° C. 2N HCl was then added until the solution was at pH 3 (Methyl Orange). After 3 hours the reaction was diluted with 4N NaOH (50 mL) and reduced to 1/3 volume. The residue was extracted with DCM (4×50 mL), the organic layers combined and dried over MgSO4, filtered and the solvent removed under reduced pressure to afford the title compound as a white foam (4... The reactants are C(C=C)OC1=C(C=C(C=C1C(C)(C)C)C)[SiH](C1=CC=CC=C1)CCl ((2-allyloxy-3-tert-butyl-5-methyl phenyl)chloromethylphenylsilane), aqueous solution, C(O)([O-])=O.[Na+] (sodium hydrogen carbonate), aqueous solution, C([O-])([O-])=O.[Na+].[Na+] (sodium carbonate), resultant mixture, C(CCC)[Li] (n-butyllithium), resultant mixture, C(C)(C)(C)C1=CC=2CC3=CC(=CC=C3C2C=C1)C(C)(C)C (2,7-di-tert-butylfluorene). Solvent: C1(=CC=CC=C1)C (toluene), CCCCCC (hexane), C1(=CC=CC=C1)C (toluene), C1CCOC1 (THF). Conditions: temperature -78 celsius, time 3 hour. The product is C(C=C)OC1=C(C=C(C=C1C(C)(C)C)C)[SiH](C1=CC=CC=C1)CC1C2=CC(=CC=C2C=2C=CC(=CC12)C(C)(C)C)C(C)(C)C ((2-allyloxy-3-tert-butyl-5-methylphenyl)(2,7-di-tert-butyl fluoren-9-yl)methylphenylsilane). Reaction SMILES: [C:1]([C:5]1[CH:17]=[CH:16][C:15]2[C:14]3[C:9](=[CH:10][C:11]([C:18]([CH3:21])([CH3:20])[CH3:19])=[CH:12][CH:13]=3)[CH2:8][C:7]=2[CH:6]=1)([CH3:4])([CH3:3])[CH3:2].C([Li])CCC.[CH2:27]([O:30][C:31]1[C:36]([C:37]([CH3:40])([CH3:39])[CH3:38])=[CH:35][C:34]([CH3:41])=[CH:33][C:32]=1[SiH:42]([CH2:49]Cl)[C:43]1[CH:48]=[CH:47][CH:46]=[CH:45][CH:44]=1)[CH:28]=[CH2:29].C(=O)([O-])O.[Na+].C(=O)([O-])[O-].[Na+].[Na+]>C1COCC1.C1(C)C=CC=CC=1.CCCCCC>[CH2:27]([O:30][C:31]1[C:36]([C:37]([CH3:39])([CH3:38])[CH3:40])=[CH:35][C:34]([CH3:41])=[CH:33][C:32]=1[SiH:42]([CH2:49][CH:8]1[C:7]2[CH:6]=[C:5]([C:1]([CH3:4])([CH3:3])[CH3:2])[CH:17]=[CH:16][C:15]=2[C:14]2[C:9]1=[CH:10][C:11]([C:18]([CH3:21])([CH3:20])[CH3:19])=[CH:12][CH:13]=2)[C:43]1[CH:44]=[CH:45][CH:46]=[CH:47][CH:48]=1)[CH:28]=[CH2:29] |f:3.4,5.6.7|. Reported procedure: There was dissolved 3.51 g (12.61 mmol) of 2,7-di-tert-butylfluorene in 79 mL of THF, and the obtained solution was cooled down to −78° C. To the solution, 8.19 mL of a 1.54 M-concentration hexane solution of n-butyllithium was added slowly, 8.19 mL of said hexane solution containing 12.61 mmol of n-butyllithium. Temperature of the resultant mixture was raised up to a room temperature, and the mixture was stirred for 3 hours at a room temperature. The mixture was cooled down to −78° C., and a so...